From a dataset of the Open Reaction Database (ORD), a public repository of structured organic reaction records. describe an organic reaction: reactants, conditions, products, and yield Starting materials: CSc1ccccc1C(=O)Cl, NNc1ccccc1, C1COCCO1, c1ccncc1. The product is CSc1ccccc1C(=O)NNc1ccccc1. Reaction SMILES: [CH3:15][S:16][c:17]1[c:18]([C:19](=[O:20])[Cl:21])[cH:22][cH:23][cH:24][cH:25]1.[NH2:1][NH:2][c:3]1[cH:4][cH:5][cH:6][cH:7][cH:8]1.[O:26]1[CH2:27][CH2:28][O:29][CH2:30][CH2:31]1.[cH:9]1[cH:10][cH:11][n:12][cH:13][cH:14]1>>[NH:1]([NH:2][c:3]1[cH:4][cH:5][cH:6][cH:7][cH:8]1)[C:19]([c:18]1[c:17]([S:16][CH3:15])[cH:25][cH:24][cH:23][cH:22]1)=[O:20]. The reactants are C(Cl)Cl (DCM), COC1=CC=C(CN2CCCCCC=CC3CC3(NC(C3CC(CN3C2=O)OC2=NC(=NC(=C2)C2=CC=CC=C2)OC)=O)C(=O)NS(=O)(=O)C2(CC2)C)C=C1 (1-Methyl-cyclopropanesulfonic acid [14-(4-methoxy-benzyl)-18-(2-methoxy-6-phenyl-pyrimidin-4-yloxy)-2,15-dioxo-3,14,16-triaza-tricyclo[14.3.0.0*4,6*]nonadec-7-ene-4-carbonyl]-amide), C(=O)(O)[O-].[Na+] (NaHCO3). Solvent: C(=O)(C(F)(F)F)O (TFA). Yields the product COC1=NC(=CC(=N1)OC1CN2C(NCCCCCC=CC3CC3(NC(C2C1)=O)C(=O)NS(=O)(=O)C1(CC1)C)=O)C1=CC=CC=C1 (1-Methyl-cyclopropanesulfonic acid [18-(2-methoxy-6-phenylpyrimidin-4-yloxy)-2,15-dioxo-3,14,16-triaza-tricyclo[14.3.0.0*4,6*]nonadec-7-ene-4-carbonyl]-amide). The yield is 16.0%. RXN SMILES: COC1C=CC(C[N:8]2[C:26](=[O:27])[N:25]3[CH:21]([CH2:22][CH:23]([O:28][C:29]4[CH:34]=[C:33]([C:35]5[CH:40]=[CH:39][CH:38]=[CH:37][CH:36]=5)[N:32]=[C:31]([O:41][CH3:42])[N:30]=4)[CH2:24]3)[C:20](=[O:43])[NH:19][C:18]3([C:44]([NH:46][S:47]([C:50]4([CH3:53])[CH2:52][CH2:51]4)(=[O:49])=[O:48])=[O:45])[CH:16]([CH2:17]3)[CH:15]=[CH:14][CH2:13][CH2:12][CH2:11][CH2:10][CH2:9]2)=CC=1.C(Cl)Cl.C([O-])(O)=O.[Na+]>C(O)(C(F)(F)F)=O>[CH3:42][O:41][C:31]1[N:30]=[C:29]([O:28][CH:23]2[CH2:22][CH:21]3[N:25]([C:26](=[O:27])[NH:8][CH2:9][CH2:10][CH2:11][CH2:12][CH2:13][CH:14]=[CH:15][CH:16]4[C:18]([C:44]([NH:46][S:47]([C:50]5([CH3:53])[CH2:52][CH2:51]5)(=[O:48])=[O:49])=[O:45])([NH:19][C:20]3=[O:43])[CH2:17]4)[CH2:24]2)[CH:34]=[C:33]([C:35]2[CH:36]=[CH:37][CH:38]=[CH:39][CH:40]=2)[N:32]=1 |f:2.3|. Procedure details: Compound 4a was dissolved in a 1:2 mixture of TFA:DCM (12 ml) and stirred at RT for 1 h. NaHCO3 was added and the organic layer was dried, filtered and evaporated. The afforded residue was purified by preparative HPLC which gave the pure title compound (36 mg, 16% over two steps), MS (M+H)+639. Reactants: NC(=S)N (thiourea), FC=1C=C(C=C(C1)F)NC(=S)N (N-(3,5-difluorophenyl) thiourea), FC=1C=C(C2=C(N=C(S2)N)C1)F (5,7-difluoro-1,3-benzothiazol-2-amine). Yields the product NC=1SC2=C(N1)C=CC=C2 (2-amino-1,3-benzothiazole). As a reaction SMILES: NC(N)=S.F[C:6]1[CH:7]=[C:8]([NH:13][C:14]([NH2:16])=[S:15])[CH:9]=[C:10](F)[CH:11]=1.FC1C=C(F)C2SC(N)=NC=2C=1>>[NH2:16][C:14]1[S:15][C:9]2[CH:10]=[CH:11][CH:6]=[CH:7][C:8]=2[N:13]=1. Procedure details: In certain cases the requisite 2-amino-1,3-benzothiazole was prepared from the corresponding thiourea as described above for the preparation of N-(3,5-difluorophenyl) thiourea and 5,7-difluoro-1,3-benzothiazol-2-amine. The reactants are ice water, C(C1=CC=CC=C1)(=O)Cl (benzoyl chloride), [S-]C#N.[NH4+] (ammonium thiocyanate), CC1(CC(CCC1)N)C (3,3-dimethylcyclohexylamine). Solvent: CC(=O)C (acetone). Reported procedure: 59 g (0.42 mol) of benzoyl chloride were added dropwise over the course of 10 minutes to a solution of 33 g (0.44 mol) of ammonium thiocyanate in 100 ml of absolute acetone. The mixture was refluxed for 10 minutes and then 50.8 g (0.40 mol) of 3,3-dimethylcyclohexylamine were added dropwise, and the mixture was refluxed for a further 20 minutes and then stirred into 500 ml of ice-water. The precipitated solid was filtered off with suction, washed with water, dissolved in a hot mixture of 500 ml ... Yields the product CC1(CC(CCC1)NC(=S)N)C (3,3-Dimethylcyclohexylthiourea). RXN SMILES: C(Cl)(=O)C1C=CC=CC=1.[S-:10][C:11]#[N:12].[NH4+].[CH3:14][C:15]1([CH3:22])[CH2:20][CH2:19][CH2:18][CH:17]([NH2:21])[CH2:16]1>CC(C)=O>[CH3:14][C:15]1([CH3:22])[CH2:20][CH2:19][CH2:18][CH:17]([NH:21][C:11]([NH2:12])=[S:10])[CH2:16]1 |f:1.2|. Reactants: ClC1=C(C(N(C(N1)=O)CCCCCl)=O)C1=CC=CC=C1 (6-chloro-3-(4-chlorobutyl)-5-phenylpyrimidine-2,4(1H,3H)-dione), C([O-])([O-])=O.[K+].[K+] (potassium carbonate), BrCCCl (1-bromo-2-chloroethane). Run in CN(C=O)C (N,N-dimethylformamide). Conditions: temperature 60 celsius, time 2 hour. The product is ClC1=C(C(N(C(N1CCCl)=O)CCCCCl)=O)C1=CC=CC=C1 (6-chloro-3-[4-chlorobutyl)-1-(2-chloroethyl)-5-phenylpyrimidine-2,4(1H,3H)-dione). Reaction SMILES: [Cl:1][C:2]1[NH:7][C:6](=[O:8])[N:5]([CH2:9][CH2:10][CH2:11][CH2:12][Cl:13])[C:4](=[O:14])[C:3]=1[C:15]1[CH:20]=[CH:19][CH:18]=[CH:17][CH:16]=1.C(=O)([O-])[O-].[K+].[K+].Br[CH2:28][CH2:29][Cl:30]>CN(C)C=O>[Cl:1][C:2]1[N:7]([CH2:28][CH2:29][Cl:30])[C:6](=[O:8])[N:5]([CH2:9][CH2:10][CH2:11][CH2:12][Cl:13])[C:4](=[O:14])[C:3]=1[C:15]1[CH:16]=[CH:17][CH:18]=[CH:19][CH:20]=1 |f:1.2.3|. Reported procedure: To a suspension of 2.43 g (7.7 mmol) of 6-chloro-3-(4-chlorobutyl)-5-phenylpyrimidine-2,4(1H,3H)-dione and 1.70 g (12.3 mmol) of potassium carbonate in 40 ml of N,N-dimethylformamide, 1.25 ml (15 mmol) of 1-bromo-2-chloroethane was added at room temperature, followed by stirring at 60° C. for 2 hours and then at 100° C. for 3 hours. After cooling, the reaction mixture was concentrated to dryness. The residue was dissolved in dichloromethane-water; the organic layer was washed with water and drie... Reactants: NC1=C(C=O)C(=CC=N1)Cl (2-amino-4-chloronicotinaldehyde), C(C)(=O)C1=NC=C(C=C1C(F)(F)F)N (2-acetyl-5-amino-3-trifluoromethylpyridine), CC(C)(C)[O-].[K+] (t-BuOK). Solvent: C1CCOC1 (THF). Conditions: temperature -40 celsius, time 2 hour. Yields the product ClC1=C2C=CC(=NC2=NC=C1)C1=C(C=C(C=N1)N)C(F)(F)F (6-(5-Chloro-1,8-naphthyridin-2-yl)-5-(trifluoromethyl)pyridin-3-amine). RXN SMILES: [NH2:1][C:2]1[N:9]=[CH:8][CH:7]=[C:6]([Cl:10])[C:3]=1[CH:4]=O.[C:11]([C:14]1[C:19]([C:20]([F:23])([F:22])[F:21])=[CH:18][C:17]([NH2:24])=[CH:16][N:15]=1)(=O)[CH3:12].CC([O-])(C)C.[K+]>C1COCC1>[Cl:10][C:6]1[CH:7]=[CH:8][N:9]=[C:2]2[C:3]=1[CH:4]=[CH:12][C:11]([C:14]1[N:15]=[CH:16][C:17]([NH2:24])=[CH:18][C:19]=1[C:20]([F:23])([F:21])[F:22])=[N:1]2 |f:2.3|. Reported procedure: Dissolve 2-amino-4-chloronicotinaldehyde (78 mg, 0.5 mmol) and 2-acetyl-5-amino-3-trifluoromethylpyridine (102 mg, 0.5 mmol) in anhydrous THF (5.0 mL) and cool it to −40° C. under N2 atmosphere. Add in portion t-BuOK (112 mg, 1.0 mmol) to the reaction mixture and stir the mixture at −110° C. for 2 hours. Concentrate the reaction mixture under vacuum, dilute the residue with water (20 mL), extract with CH2Cl2 (3×30 mL) and dry (MgSO4). Filter, concentrate under vacuum and purify the crude by colu...